This data is from the Open Reaction Database (ORD), a public repository of structured organic reaction records. The task is: describe an organic reaction: reactants, conditions, products, and yield The reactants are CNOC, CN1CCOCC1, CCN=C=NCCCN(C)C, CCOC(C)=O, ClCCl, Cl, Cl, Cl, O=C(O)C1CCOCC1. Yields the product CON(C)C(=O)C1CCOCC1. As a reaction SMILES: [CH3:11][NH:12][O:13][CH3:14].[CH3:15][N:16]1[CH2:17][CH2:18][O:19][CH2:20][CH2:21]1.[CH3:23][N:24]([CH3:25])[CH2:26][CH2:27][CH2:28][N:29]=[C:30]=[N:31][CH2:32][CH3:33].[CH3:38][CH2:39][O:40][C:41]([CH3:42])=[O:43].[Cl:34][CH2:35][Cl:36].[ClH:10].[ClH:22].[ClH:37].[O:1]1[CH2:2][CH2:3][CH:4]([C:7](=[O:8])[OH:9])[CH2:5][CH2:6]1>>[O:1]1[CH2:2][CH2:3][CH:4]([C:7](=[O:9])[N:12]([CH3:11])[O:13][CH3:14])[CH2:5][CH2:6]1. Reactants: C1(CCCCC1)C1=C(C=NN1C1=CC=C(C=C1)OC(F)(F)F)CC1=CC=C(C(=O)O)C=C1 (4-({5-Cyclohexyl-1-[4-(trifluoromethoxy)phenyl]-1H-pyrazol-4-yl}methyl)benzoic acid), C=1C=CC2=C(C1)N=NN2O (HOBt), O.NC1=NN=NN1 (aminotetrazole monohydrate), CCN(C(C)C)C(C)C (DIEA). As a reaction SMILES: [CH:1]1([C:7]2[N:11]([C:12]3[CH:17]=[CH:16][C:15]([O:18][C:19]([F:22])([F:21])[F:20])=[CH:14][CH:13]=3)[N:10]=[CH:9][C:8]=2[CH2:23][C:24]2[CH:32]=[CH:31][C:27]([C:28]([OH:30])=O)=[CH:26][CH:25]=2)[CH2:6][CH2:5][CH2:4][CH2:3][CH2:2]1.C1C=CC2N(O)N=NC=2C=1.O.[NH2:44][C:45]1[NH:49][N:48]=[N:47][N:46]=1.CCN(C(C)C)C(C)C>CN(C=O)C.CS(C)=O.CC#N.O.C(Cl)CCl>[CH:1]1([C:7]2[N:11]([C:12]3[CH:13]=[CH:14][C:15]([O:18][C:19]([F:20])([F:22])[F:21])=[CH:16][CH:17]=3)[N:10]=[CH:9][C:8]=2[CH2:23][C:24]2[CH:25]=[CH:26][C:27]([C:28]([NH:44][C:45]3[NH:49][N:48]=[N:47][N:46]=3)=[O:30])=[CH:31][CH:32]=2)[CH2:2][CH2:3][CH2:4][CH2:5][CH2:6]1 |f:2.3|. Product: C1(CCCCC1)C1=C(C=NN1C1=CC=C(C=C1)OC(F)(F)F)CC1=CC=C(C(=O)NC2=NN=NN2)C=C1 (4-({5-Cyclohexyl-1-[4-(trifluoromethoxy)phenyl]-1H-pyrazol-4-yl}methyl)-N-(1H-tetrazol-5-yl)benzamide). Procedure details: A mixture of 66.7 mg product from Step F above, 71.9 mg EDC, 30.4 mg HOBt and 23.2 mg aminotetrazole monohydrate was dissolved in 1 mL DMF. DIEA (92 μL) was added immediately and the resulting solution was stirred at room temperature for 17 hours. The reaction mixture was diluted with a mixture of DMSO, MeCN, and water and purified on preparative HPLC using 65˜80% MeCN gradient over 10 minutes at 8.0 mL per minute with 0.1% TFA. The title compound was obtained as a white solid following lyophili... Run in C(CCl)Cl (EDC), CN(C)C=O (DMF), CS(=O)C (DMSO), CC#N (MeCN), O (water). Reaction conditions: time 17 hour. Starting materials: O, CCCCN1C(=O)c2cccnc2C1(O)c1ccccc1, O=[N+]([O-])O, O=S(=O)(O)O. Product: CCCCN1C(=O)c2cccnc2C1(O)c1cccc([N+](=O)[O-])c1. RXN SMILES: [OH2:31].[OH:1][C:2]1([c:16]2[cH:17][cH:18][cH:19][cH:20][cH:21]2)[N:3]([CH2:12][CH2:13][CH2:14][CH3:15])[C:4](=[O:11])[c:5]2[c:6]1[n:7][cH:8][cH:9][cH:10]2.[OH:27][N+:28]([O-:29])=[O:30].[S:22](=[O:23])(=[O:24])([OH:25])[OH:26]>>[OH:1][C:2]1([c:16]2[cH:17][c:18]([N+:28](=[O:27])[O-:29])[cH:19][cH:20][cH:21]2)[N:3]([CH2:12][CH2:13][CH2:14][CH3:15])[C:4](=[O:11])[c:5]2[c:6]1[n:7][cH:8][cH:9][cH:10]2. The reactants are [H-].[Na+] (sodium hydride), CS(=O)(=O)OCCN1[C@@H](C[C@@H](C1)SCC1=CC=C(C=C1)OC)C(NC)=O ((2S, 4S)-1-(2-methanesulfonyloxyethyl)-4-(4-methoxybenzylthio)-2-methylcarbamoylpyrrolidine), [Cl-].[Na+] (sodium chloride). The solvent is CN(C=O)C (dimethylformamide). Run at time 30 minute. Product: COC1=CC=C(CS[C@H]2C[C@H]3C(N(CCN3C2)C)=O)C=C1 ((6S, 8S)-8-(4-Methoxybenzylthio)-4-methyl-5-oxo-1,4-diazabicyclo[4.3.0]nonane). Isolated yield 87.1%. Reaction SMILES: [H-].[Na+].CS(O[CH2:8][CH2:9][N:10]1[CH2:14][C@@H:13]([S:15][CH2:16][C:17]2[CH:22]=[CH:21][C:20]([O:23][CH3:24])=[CH:19][CH:18]=2)[CH2:12][C@H:11]1[C:25](=[O:28])[NH:26][CH3:27])(=O)=O.[Cl-].[Na+]>CN(C)C=O>[CH3:24][O:23][C:20]1[CH:21]=[CH:22][C:17]([CH2:16][S:15][C@@H:13]2[CH2:14][N:10]3[C@H:11]([C:25](=[O:28])[N:26]([CH3:27])[CH2:8][CH2:9]3)[CH2:12]2)=[CH:18][CH:19]=1 |f:0.1,3.4|. Procedure details: 347 mg of sodium hydride (as a 55% w/w suspension in mineral oil) was added, whilst ice-cooling, to a solution of 2.64 g of (2S, 4S)-1-(2-methanesulfonyloxyethyl)-4-(4-methoxybenzylthio)-2-methylcarbamoylpyrrolidine dissolved in 30 ml of dry dimethylformamide, and the mixture was stirred at 0° to 5° C. for 30 minutes and then at 30° C. for 2 hours. The reaction mixture was then poured into an aqueous solution of sodium chloride and extracted with ethyl acetate. The extract was washed with an aqu... Starting materials: ClC1=C(C(=CC=C1C)Cl)NC1=C(C=CC=C1)C(CS(=O)C)=O (1-[2-[(2,6-Dichloro-3-methylphenyl)amino]phenyl]-2-(methylsulfinyl)ethanone), [Al] (aluminum), mercuric chloride. The solvent is O.O1CCCC1 (water tetrahydrofuran). Run at temperature 0 celsius, time 15 second. The product is Aluminum amalgam, ClC1=C(C(=CC=C1C)Cl)NC1=C(C=CC=C1)C(C)=O (1-[2-[(2,6-dichloro-3 -methylphenyl)amino]phenyl]ethanone). The yield is 60.6%. Reaction SMILES: [Cl:1][C:2]1[C:7]([CH3:8])=[CH:6][CH:5]=[C:4]([Cl:9])[C:3]=1[NH:10][C:11]1[CH:16]=[CH:15][CH:14]=[CH:13][C:12]=1[C:17](=[O:22])[CH2:18]S(C)=O.[Al]>O.O1CCCC1>[Cl:1][C:2]1[C:7]([CH3:8])=[CH:6][CH:5]=[C:4]([Cl:9])[C:3]=1[NH:10][C:11]1[CH:16]=[CH:15][CH:14]=[CH:13][C:12]=1[C:17](=[O:22])[CH3:18] |f:2.3|. Procedure: 1-[2-[(2,6-Dichloro-3-methylphenyl)amino]phenyl]-2-(methylsulfinyl)ethanone (2.0 g, 5.61 mmol) is dissolved in 100 ml of 10% water/tetrahydrofuran and cooled to 0° C in an ice bath. Aluminum amalgam is prepared by addition of aluminum foil (1.5 g, 56.1 mmol) to 350 ml of 2% aqueous mercuric chloride. After 15 seconds, the liquid is decanted, and the foil is washed twice with absolute ethanol followed by tetrahydrofuran. The freshly prepared aluminum amalgam is added to the reaction mixture which... Reactants: solution, CCOCC (ether), CC1(CC(C1)CC)C(=O)O (1-methyl-(3-ethyl)-cyclobutanecarboxylic acid), CCOCC (ether), resultant mixture. The product is CC(=O)C1(CC(C1)CC)C ((1-Methyl-3-ethylcyclobutyl) methyl ketone). RXN SMILES: [CH3:1][C:2]1([C:8]([OH:10])=O)[CH2:5][CH:4]([CH2:6][CH3:7])[CH2:3]1.[CH3:11]COCC>>[CH3:11][C:8]([C:2]1([CH3:1])[CH2:3][CH:4]([CH2:6][CH3:7])[CH2:5]1)=[O:10]. Procedure details: A solution of 5.0 g (35 mmol) of 1-methyl-(3-ethyl)-cyclobutanecarboxylic acid (prepared in Example 2A) in 35 ml of dry ether was stirred with ice-bath cooling under an argon atmosphere and 40 ml of a 2 M solution of methyllithuim in ether was added thereto. The resultant mixture was stirred without cooling for 3 hr. This mixture was then quenched by pouring the mixture into a vigorously stirred solution of 30 ml of methanol and 70 ml of water. The aqueous phase was separated and extracted twice... Starting materials: NC1=NC=C(C2=C1C(=CS2)C2=CC(=C(C=C2)NC(=O)C=2N(C1=CC=CC=C1C2)C)OC)C(=O)NCC2NCCC2 (4-amino-3-(3-methoxy-4-{[(1-methyl-1H-indol-2-yl)carbonyl]amino}phenyl)-N-(pyrrolidin-2-ylmethyl)thieno[3,2-c]pyridine-7-carboxamide), BrCC(=O)N (2-bromoacetamide), C([O-])([O-])=O.[K+].[K+] (potassium carbonate). Solvent: CN(C=O)C (N,N-dimethylformamide). Reaction conditions: time 18 hour. Product: C(C)(=O)O.C(C)(=O)O.C(C)(=O)O.NC1=NC=C(C2=C1C(=CS2)C2=CC(=C(C=C2)NC(=O)C=2N(C1=CC=CC=C1C2)C)OC)C(=O)NCC2N(CCC2)CC(=O)N (4-amino-N-{[1-(2-amino-2-oxoethyl)pyrrolidin-2-yl]methyl}-3-(3-methoxy-4-{[(1-methyl-1H-indol-2-yl)carbonyl]amino}phenyl)thieno[3,2-c]pyridine-7-carboxamide triacetate). RXN SMILES: [NH2:1][C:2]1[C:7]2[C:8]([C:11]3[CH:16]=[CH:15][C:14]([NH:17][C:18]([C:20]4[N:21]([CH3:29])[C:22]5[C:27]([CH:28]=4)=[CH:26][CH:25]=[CH:24][CH:23]=5)=[O:19])=[C:13]([O:30][CH3:31])[CH:12]=3)=[CH:9][S:10][C:6]=2[C:5]([C:32]([NH:34][CH2:35][CH:36]2[CH2:40][CH2:39][CH2:38][NH:37]2)=[O:33])=[CH:4][N:3]=1.Br[CH2:42][C:43]([NH2:45])=[O:44].[C:46](=[O:49])([O-])[O-:47].[K+].[K+]>CN(C)C=O>[C:32]([OH:33])(=[O:44])[CH3:5].[C:46]([OH:47])(=[O:49])[CH3:2].[C:43]([OH:44])(=[O:19])[CH3:42].[NH2:1][C:2]1[C:7]2[C:8]([C:11]3[CH:16]=[CH:15][C:14]([NH:17][C:18]([C:20]4[N:21]([CH3:29])[C:22]5[C:27]([CH:28]=4)=[CH:26][CH:25]=[CH:24][CH:23]=5)=[O:19])=[C:13]([O:30][CH3:31])[CH:12]=3)=[CH:9][S:10][C:6]=2[C:5]([C:32]([NH:34][CH2:35][CH:36]2[CH2:40][CH2:39][CH2:38][N:37]2[CH2:42][C:43]([NH2:45])=[O:44])=[O:33])=[CH:4][N:3]=1 |f:2.3.4,6.7.8.9|. Reported procedure: A mixture of 4-amino-3-(3-methoxy-4-{[(1-methyl-1H-indol-2-yl)carbonyl]amino}phenyl)-N-(pyrrolidin-2-ylmethyl)thieno[3,2-c]pyridine-7-carboxamide (0.100 g, 0.18 mmol), 2-bromoacetamide (0.03 g, 0.217 mmol) and potassium carbonate (0.05 g, 0.36 mmol) in N,N-dimethylformamide (2 mL) was stirred at ambient temperature for 18 hours. The solvent was removed in vacuo and the residue was purified by preparative RP-HPLC (Hypersil-HS C18, 8 μm, 100 Å, 25 cm; 5-100% acetonitrile-0.1M ammonium acetate over... The reactants are ClCCCl, COc1ccc2oc(C(=O)C(C)(C)C)c(CC(=O)O)c2c1, CC(C)(C)CCN, CCN(C(C)C)C(C)C, Cl, CN(C)C=O, On1nnc2ccccc21. Reaction SMILES: [CH2:54]([Cl:55])[CH2:56][Cl:57].[CH3:1][C:2]([C:3](=[O:4])[c:5]1[o:6][c:7]2[c:8]([c:9]1[CH2:10][C:11](=[O:12])[OH:13])[cH:14][c:15]([O:18][CH3:19])[cH:16][cH:17]2)([CH3:20])[CH3:21].[CH3:33][C:34]([CH2:35][CH2:36][NH2:37])([CH3:38])[CH3:39].[CH:40]([N:41]([CH2:42][CH3:43])[CH:44]([CH3:45])[CH3:46])([CH3:47])[CH3:48].[ClH:32].[O:49]=[CH:50][N:51]([CH3:52])[CH3:53].[OH:22][n:23]1[c:24]2[c:25]([cH:26][cH:27][cH:28][cH:29]2)[n:30][n:31]1>>[CH3:1][C:2]([C:3](=[O:4])[c:5]1[o:6][c:7]2[c:8]([c:9]1[CH2:10][C:11](=[O:13])[NH:37][CH2:36][CH2:35][C:34]([CH3:33])([CH3:38])[CH3:39])[cH:14][c:15]([O:18][CH3:19])[cH:16][cH:17]2)([CH3:20])[CH3:21]. The product is COc1ccc2oc(C(=O)C(C)(C)C)c(CC(=O)NCCC(C)(C)C)c2c1. Reactants: NC1=C(C=C(C=C1)C1=CC(=CC=C1)Cl)C(CC)O (1-(4-amino-3′-chloro-biphenyl-3-yl)-propanol), ClC(Cl)(OC(OC(Cl)(Cl)Cl)=O)Cl (triphosgene). Product: ClC=1C=C(C=CC1)C1=CC2=C(NC(OC2CC)=O)C=C1 (6-(3-Chloro-phenyl)-4-ethyl-1,4-dihydro-benzo[d][1,3]oxazin-2-one). As a reaction SMILES: [NH2:1][C:2]1[CH:7]=[CH:6][C:5]([C:8]2[CH:13]=[CH:12][CH:11]=[C:10]([Cl:14])[CH:9]=2)=[CH:4][C:3]=1[CH:15]([OH:18])[CH2:16][CH3:17].Cl[C:20](Cl)([O:22]C(=O)OC(Cl)(Cl)Cl)Cl>>[Cl:14][C:10]1[CH:9]=[C:8]([C:5]2[CH:6]=[CH:7][C:2]3[NH:1][C:20](=[O:22])[O:18][CH:15]([CH2:16][CH3:17])[C:3]=3[CH:4]=2)[CH:13]=[CH:12][CH:11]=1. Procedure details: Prepared according to the procedure of Example 9 from 1-(4-amino-3′-chloro-biphenyl-3-yl)-propanol and triphosgene. White solid: mp 146-148° C.; 1H-NMR (DMSO-d6) δ 10.3 (s, 1H), 7.70 (m, 1H), 7.60 (m, 3H), 7.47 (t, 1H, J=8.22 Hz), 7.39 (d, 1H, J=8.28 Hz), 6.97 (d, 1H, J=8.22 Hz), 5.4 (t, 1H, J=10.9 Hz), 1.9 (m, 2H), 0.97 (t, 3H, J=7.68 Hz), MS (ESI) m/z 286 ([M−H]−, 100%). Reactants: F[B-](F)(F)F, [H+], O=N[O-], [Na+], O, Nc1ccc2cn[nH]c2c1. Product: Oc1ccc2cn[nH]c2c1. RXN SMILES: [F:12][B-:13]([F:14])([F:15])[F:16].[H+:11].[N:17](=[O:18])[O-:19].[Na+:20].[OH2:21].[nH:1]1[n:2][cH:3][c:4]2[cH:5][cH:6][c:7]([NH2:10])[cH:8][c:9]12>>[nH:1]1[n:2][cH:3][c:4]2[cH:5][cH:6][c:7]([OH:18])[cH:8][c:9]12.